Dataset: the Open Reaction Database (ORD), a public repository of structured organic reaction records. Task: describe an organic reaction: reactants, conditions, products, and yield Reactants: CN1C(C2=C(C(=C1)C=1C=C(C(=O)O)C=CC1OC1=CC=CC=C1)C=CN2)=O (3-(6-methyl-7-oxo-6,7-dihydro-1H-pyrrolo[2,3-c]pyridin-4-yl)-4-phenoxybenzoic acid), C(C(=O)Cl)(=O)Cl (oxalyl chloride), CN(C=O)C (dimethylformamide). The solvent is ClCCl (dichloromethane). Conditions: time 2 hour. The product is CN1C(C2=C(C(=C1)C=1C=C(C(=O)Cl)C=CC1OC1=CC=CC=C1)C=CN2)=O (3-(6-methyl-7-oxo-6,7-dihydro-1H-pyrrolo[2,3-c]pyridin-4-yl)-4-phenoxybenzoyl chloride). The yield is 98.5%. As a reaction SMILES: [CH3:1][N:2]1[CH:7]=[C:6]([C:8]2[CH:9]=[C:10]([CH:14]=[CH:15][C:16]=2[O:17][C:18]2[CH:23]=[CH:22][CH:21]=[CH:20][CH:19]=2)[C:11](O)=[O:12])[C:5]2[CH:24]=[CH:25][NH:26][C:4]=2[C:3]1=[O:27].C(Cl)(=O)C([Cl:31])=O.CN(C)C=O>ClCCl>[CH3:1][N:2]1[CH:7]=[C:6]([C:8]2[CH:9]=[C:10]([CH:14]=[CH:15][C:16]=2[O:17][C:18]2[CH:23]=[CH:22][CH:21]=[CH:20][CH:19]=2)[C:11]([Cl:31])=[O:12])[C:5]2[CH:24]=[CH:25][NH:26][C:4]=2[C:3]1=[O:27]. Procedure details: A solution of Example 10 (0.24 g, 0.67 mmol) in dichloromethane (10 mL) was treated with oxalyl chloride (0.17 g, 1.33 mmol) and dimethylformamide (5 mg, 10 mol %). The reaction mixture was stirred at room temperature for 2 hours. The solvent was removed under reduced pressure to afford the title compound (0.25 g, quantitative). Starting materials: 24, C(C1=CC=CC=C1)(=O)N1CCC(CC1)C1=CNC2=CC(=CC=C12)F (1-benzoyl-4-(6-fluoro-1H-indol-3-yl)-piperidine), [OH-].[K+] (potassium hydroxide), C(CO)O (1,2-ethanediol). Solvent: O (water), O (water). Yields the product 16, FC1=CC=C2C(=CNC2=C1)C1CCNCC1 (6-fluoro-3-(4-piperidinyl)-1H-indole). RXN SMILES: C([N:9]1[CH2:14][CH2:13][CH:12]([C:15]2[C:23]3[C:18](=[CH:19][C:20]([F:24])=[CH:21][CH:22]=3)[NH:17][CH:16]=2)[CH2:11][CH2:10]1)(=O)C1C=CC=CC=1.[OH-].[K+].C(O)CO>O>[F:24][C:20]1[CH:19]=[C:18]2[C:23]([C:15]([CH:12]3[CH2:13][CH2:14][NH:9][CH2:10][CH2:11]3)=[CH:16][NH:17]2)=[CH:22][CH:21]=1 |f:1.2|. Reported procedure: A mixture of 24 parts of 1-benzoyl-4-(6-fluoro-1H-indol-3-yl)-piperidine, 70 parts of potassium hydroxide, 495 parts of 1,2-ethanediol and 80 parts of water is stirred and refluxed for 6 hours. The reaction mixture is cooled and 500 parts of water are added while stirring. The precipitated product is filtered off, washed with water and petroleumether and dried in vacuo at 80° C., yielding 16 parts of 6-fluoro-3-(4-piperidinyl)-1H-indole; mp. 224° C.